describe an organic reaction: reactants, conditions, products, and yield From a dataset of the Open Reaction Database (ORD), a public repository of structured organic reaction records. Reactants: C(C)C1N=CC2=CC(=CC=C2C1)[N+](=O)[O-] (3-ethyl-7-nitro-3,4-dihydroisoquinoline), [BH4-].[Na+] (sodium borohydride), Cl (HCl). Solvent: CO (methanol). Conditions: time 2 hour. The product is C(C)C1NCC2=CC(=CC=C2C1)[N+](=O)[O-] (3-Ethyl-7-nitro-1,2,3,4-tetrahydroisoquinoline). RXN SMILES: [CH2:1]([CH:3]1[CH2:12][C:11]2[C:6](=[CH:7][C:8]([N+:13]([O-:15])=[O:14])=[CH:9][CH:10]=2)[CH:5]=[N:4]1)[CH3:2].[BH4-].[Na+].Cl>CO>[CH2:1]([CH:3]1[CH2:12][C:11]2[C:6](=[CH:7][C:8]([N+:13]([O-:15])=[O:14])=[CH:9][CH:10]=2)[CH2:5][NH:4]1)[CH3:2] |f:1.2|. Reported procedure: To a stirred solution of 3-ethyl-7-nitro-3,4-dihydroisoquinoline (5.0 g) in methanol (100 ml) was added sodium borohydride (3×0.4 g), and the reaction was stirred for 2 h. Enough 4N HCl was added to the reaction mixture to make it acidic whereupon a solid crystallized out and was collected by filtration (4.0 g). Starting materials: CC1=C(NC2=C1C(N(CCC2)CCN2CCCCC2)=O)C=O (3-methyl-4-oxo-5-(2-piperidin-1-yl-ethyl)-1,4,5,6,7,8-hexahydro-pyrrolo[3,2-c]azepine-2-carbaldehyde), ClC1=C(C(=CC=C1)Cl)CS(=O)(=O)C=1C=C2CC(NC2=CC1)=O (5-(2,6-dichloro-phenylmethanesulfonyl)-1,3-dihydro-indol-2-one), N1CCCCC1 (piperidine). Solvent: C(C)O (ethanol). The product is ClC1=C(CS(=O)(=O)C=2C=C3/C(/C(NC3=CC2)=O)=C/C2=C(C=3C(N(CCCC3N2)CCN2CCCCC2)=O)C)C(=CC=C1)Cl ((Z)-2-((5-(2,6-dichlorobenzylsulfonyl)-2-oxoindolin-3-ylidene)methyl)-3-methyl-5-(2-(piperidin-1-yl)ethyl)-5,6,7,8-tetrahydropyrrolo[3,2-c]azepin-4(1H)-one), CC1=CNC2=C1C(N(CCC2)CCN2CCCCC2)=O (3-methyl-5-(2-(piperidin-1-yl)ethyl)-5,6,7,8-tetrahydropyrrolo[3,2-c]azepin-4(1H)-one). The yield is 321.6%. As a reaction SMILES: [CH3:1][C:2]1[C:6]2[C:7](=[O:20])[N:8]([CH2:12][CH2:13][N:14]3[CH2:19][CH2:18][CH2:17][CH2:16][CH2:15]3)[CH2:9][CH2:10][CH2:11][C:5]=2[NH:4][C:3]=1[CH:21]=O.[Cl:23][C:24]1[CH:29]=[CH:28][CH:27]=[C:26]([Cl:30])[C:25]=1[CH2:31][S:32]([C:35]1[CH:36]=[C:37]2[C:41](=[CH:42][CH:43]=1)[NH:40][C:39](=[O:44])[CH2:38]2)(=[O:34])=[O:33].N1CCCCC1>C(O)C>[Cl:30][C:26]1[CH:27]=[CH:28][CH:29]=[C:24]([Cl:23])[C:25]=1[CH2:31][S:32]([C:35]1[CH:36]=[C:37]2[C:41](=[CH:42][CH:43]=1)[NH:40][C:39](=[O:44])/[C:38]/2=[CH:21]\[C:3]1[NH:4][C:5]2[CH2:11][CH2:10][CH2:9][N:8]([CH2:12][CH2:13][N:14]3[CH2:19][CH2:18][CH2:17][CH2:16][CH2:15]3)[C:7](=[O:20])[C:6]=2[C:2]=1[CH3:1])(=[O:34])=[O:33].[CH3:1][C:2]1[C:6]2[C:7](=[O:20])[N:8]([CH2:12][CH2:13][N:14]3[CH2:19][CH2:18][CH2:17][CH2:16][CH2:15]3)[CH2:9][CH2:10][CH2:11][C:5]=2[NH:4][CH:3]=1. Procedure details: 3-Methyl-4-oxo-5-(2-piperidin-1-yl-ethyl)-1,4,5,6,7,8-hexahydro-pyrrolo[3,2-c]azepine-2-carbaldehyde 32d (57.6 mg, 0.21 mmol) and 5-(2,6-dichloro-phenylmethanesulfonyl)-1,3-dihydro-indol-2-one 64c (67.2 mg, 0.19 mmol) were dissolved in 2.5 ml of ethanol, and added with 42 μl of piperidine to the solution at room temperature. Upon completion of the addition, the reaction mixture was heated to reflux for 3 hours. After thin lay chromatography showed the disappearance of starting materials, the rea... The reactants are CCOC(=O)COc1ccc(Sc2cc(C#Cc3ccc(F)cc3)cc(OCc3ccc(S(C)(=O)=O)cc3)c2)cc1C, CCO, Cl, [Na+], [OH-]. Product: Cc1cc(Sc2cc(C#Cc3ccc(F)cc3)cc(OCc3ccc(S(C)(=O)=O)cc3)c2)ccc1OCC(=O)O. RXN SMILES: [CH2:1]([CH3:2])[O:3][C:4]([CH2:5][O:6][c:7]1[c:8]([CH3:41])[cH:9][c:10]([S:13][c:14]2[cH:15][c:16]([C:32]#[C:33][c:34]3[cH:35][cH:36][c:37]([F:40])[cH:38][cH:39]3)[cH:17][c:18]([O:20][CH2:21][c:22]3[cH:23][cH:24][c:25]([S:28](=[O:29])(=[O:30])[CH3:31])[cH:26][cH:27]3)[cH:19]2)[cH:11][cH:12]1)=[O:42].[CH3:46][CH2:47][OH:48].[ClH:45].[Na+:44].[OH-:43]>>[O:3]=[C:4]([CH2:5][O:6][c:7]1[c:8]([CH3:41])[cH:9][c:10]([S:13][c:14]2[cH:15][c:16]([C:32]#[C:33][c:34]3[cH:35][cH:36][c:37]([F:40])[cH:38][cH:39]3)[cH:17][c:18]([O:20][CH2:21][c:22]3[cH:23][cH:24][c:25]([S:28](=[O:29])(=[O:30])[CH3:31])[cH:26][cH:27]3)[cH:19]2)[cH:11][cH:12]1)[OH:42]. The reactants are O=S1(N(CCC1)C1(CC1)C1=CC=C(C(=O)O)C=C1)=O (4-[1-(1,1-dioxo-1λ6-isothiazolidin-2-yl)cyclopropyl]benzoic acid), CC1=C(C=CC(=C1)C)N1CCNCC1 (1-(2,4-dimethylphenyl)piperazine). Yields the product CC1=C(C=CC(=C1)C)N1CCN(CC1)C(=O)C1=CC=C(C=C1)C1(CC1)N1S(CCC1)(=O)=O ([4-(2,4-dimethylphenyl)piperazin-1-yl]{4-[1-(1,1-dioxo-1λ6-isothiazolidin-2-yl)cyclopropyl]phenyl}methanone). The yield is 80.7%. Reaction SMILES: [O:1]=[S:2]1(=[O:19])[CH2:6][CH2:5][CH2:4][N:3]1[C:7]1([C:10]2[CH:18]=[CH:17][C:13]([C:14]([OH:16])=O)=[CH:12][CH:11]=2)[CH2:9][CH2:8]1.[CH3:20][C:21]1[CH:26]=[C:25]([CH3:27])[CH:24]=[CH:23][C:22]=1[N:28]1[CH2:33][CH2:32][NH:31][CH2:30][CH2:29]1>>[CH3:20][C:21]1[CH:26]=[C:25]([CH3:27])[CH:24]=[CH:23][C:22]=1[N:28]1[CH2:29][CH2:30][N:31]([C:14]([C:13]2[CH:17]=[CH:18][C:10]([C:7]3([N:3]4[CH2:4][CH2:5][CH2:6][S:2]4(=[O:1])=[O:19])[CH2:8][CH2:9]3)=[CH:11][CH:12]=2)=[O:16])[CH2:32][CH2:33]1. Procedure: Using 4-[1-(1,1-dioxo-1λ6-isothiazolidin-2-yl)cyclopropyl]benzoic acid (141 mg) described in Preparation Example 31 and 1-(2,4-dimethylphenyl)piperazine (95.1 mg) and by the reaction and treatment in the same manner as in Example 87, the title compound (183 mg) was obtained. Reactants: CS(=O)(=O)OCCC1=COC2=C1C=CC=C2OCC(=O)OC (methyl (3-(2-(methanesulfonyloxy)ethyl)benzofuran-7-yloxy)acetate), C1(=CC=CC=C1)C(C)(S)C1=CC=CC=C1 (1,1-diphenylethanethiol). The product is COC(COC1=CC=CC=2C(COC21)CCSC(C)(C2=CC=CC=C2)C2=CC=CC=C2)=O (Methyl(3-(2-(1,1-diphenylethylthio)ethyl)-2,3-dihydrobenzofuran-7-yloxy)acetate). Yield: 79.9%. RXN SMILES: CS(O[CH2:6][CH2:7][C:8]1[C:12]2[CH:13]=[CH:14][CH:15]=[C:16]([O:17][CH2:18][C:19]([O:21][CH3:22])=[O:20])[C:11]=2[O:10][CH:9]=1)(=O)=O.[C:23]1([C:29]([C:32]2[CH:37]=[CH:36][CH:35]=[CH:34][CH:33]=2)([SH:31])[CH3:30])[CH:28]=[CH:27][CH:26]=[CH:25][CH:24]=1>>[CH3:22][O:21][C:19](=[O:20])[CH2:18][O:17][C:16]1[C:11]2[O:10][CH2:9][CH:8]([CH2:7][CH2:6][S:31][C:29]([C:23]3[CH:28]=[CH:27][CH:26]=[CH:25][CH:24]=3)([C:32]3[CH:37]=[CH:36][CH:35]=[CH:34][CH:33]=3)[CH3:30])[C:12]=2[CH:13]=[CH:14][CH:15]=1. Procedure: The same process as Example 17 was repeated except that methyl (3-(2-(methanesulfonyloxy)ethyl)benzofuran-7-yloxy)acetate (284 mg) and 1,1-diphenylethanethiol (240 mg) were used to obtain the object compound (310 mg, yield 95%). Starting materials: C(C)C=1C=C(SC1C1=NOC(=N1)C1=CC=C(C=C1)OC1=C(C=CC=C1)OC)CN1CC(C1)C(=O)OC (methyl 1-[(4-ethyl-5-{5-[4-(2-methoxyphenoxy)phenyl]-1,2,4-oxadiazol-3-yl}-2-thienyl)methyl]azetidine-3-carboxylate), C(C)(=O)O (acetic acid), Example 21 ( 21c ), aqueous solution, [OH-].[Na+] (sodium hydroxide), C(C(=O)O)(=O)O (oxalic acid). Run in CO (methanol), O (water), O1CCOCC1 (dioxane), CO (methanol). The product is C(C)C=1C=C(SC1C1=NOC(=N1)C1=CC=C(C=C1)OC1=C(C=CC=C1)OC)CN1CC(C1)C(=O)O (1-[(4-Ethyl-5-{5-[4-(2-methoxyphenoxy)phenyl]-1,2,4-oxadiazol-3-yl}-2-thienyl)methyl]azetidine-3-carboxylic acid). The yield is 75.4%. RXN SMILES: [CH2:1]([C:3]1[CH:4]=[C:5]([CH2:28][N:29]2[CH2:32][CH:31]([C:33]([O:35]C)=[O:34])[CH2:30]2)[S:6][C:7]=1[C:8]1[N:12]=[C:11]([C:13]2[CH:18]=[CH:17][C:16]([O:19][C:20]3[CH:25]=[CH:24][CH:23]=[CH:22][C:21]=3[O:26][CH3:27])=[CH:15][CH:14]=2)[O:10][N:9]=1)[CH3:2].[OH-].[Na+].C(O)(=O)C.C(O)(=O)C(O)=O>O1CCOCC1.CO.O>[CH2:1]([C:3]1[CH:4]=[C:5]([CH2:28][N:29]2[CH2:32][CH:31]([C:33]([OH:35])=[O:34])[CH2:30]2)[S:6][C:7]=1[C:8]1[N:12]=[C:11]([C:13]2[CH:18]=[CH:17][C:16]([O:19][C:20]3[CH:25]=[CH:24][CH:23]=[CH:22][C:21]=3[O:26][CH3:27])=[CH:15][CH:14]=2)[O:10][N:9]=1)[CH3:2] |f:1.2|. Procedure: To a solution of methyl 1-[(4-ethyl-5-{5-[4-(2-methoxyphenoxy)phenyl]-1,2,4-oxadiazol-3-yl}-2-thienyl)methyl]azetidine-3-carboxylate (86 mg, 0.17 mmol) that was obtained in Example 21 (21c) in dioxane (3 ml) was added a 1N aqueous solution of sodium hydroxide (0.51 ml, 0.51 mmol) with stirring, and the resulting mixture was stirred at room temperature for 2 hours. After stirring, acetic acid (29 μl, 0.51 mmol) was added to the reaction mixture to quench the reaction, and the resulting mixture wa...